This data is from the Open Reaction Database (ORD), a public repository of structured organic reaction records. The task is: describe an organic reaction: reactants, conditions, products, and yield Reactants: NC1C2SCC(=C(N2C1=O)C(=O)OC(C1=CC=CC=C1)C1=CC=CC=C1)C1=CN=C(S1)NC(C1=CN=CC=C1)=O (7-amino-2-benzhydryloxycarbonyl-3-(2-nicotinoylamino-thiazol-5-yl)-8-oxo-5-thia-1-azabicyclo[4.2.0]oct-2-ene), ClC=1C=C(C=CC1Cl)CC(=S)Cl (3,4-dichlorophenylthioacetyl chloride), C(C(=O)Cl)(=O)Cl (oxalyl chloride), acid, C(C)(=O)OCC (ethyl acetate), C(C)(=O)OCC (ethyl acetate). Run in CN(C(C)=O)C (N,N-dimethylacetamide), C(C)OCC (ethyl ether). Reaction conditions: time 40 minute. Yields the product C(C1=CC=CC=C1)(C1=CC=CC=C1)OC(=O)CC(=O)NC=1N2C(C(C2SCC1C1=CN=C(S1)NC(C1=CN=CC=C1)=O)SC1=CC(=C(C=C1)Cl)Cl)=O (2-benzhydryloxycarbonyl-7-(3,4-dichlorophenylthio)-acetamido-3-(2-nicotinoylamino-thiazol-5-yl)-8-oxo-5-thia-1-azabicyclo[4.2.0]oct-2-ene). RXN SMILES: Cl[C:2]1[CH:3]=[C:4]([CH2:9][C:10](Cl)=S)[CH:5]=[CH:6][C:7]=1Cl.[C:13]([Cl:18])(=O)[C:14]([Cl:16])=O.N[CH:20]1[C:27](=[O:28])[N:26]2[CH:21]1[S:22][CH2:23][C:24]([C:45]1[S:49][C:48]([NH:50][C:51](=[O:58])[C:52]3[CH:57]=[CH:56][CH:55]=[N:54][CH:53]=3)=[N:47][CH:46]=1)=[C:25]2C(OC(C1C=CC=CC=1)C1C=CC=CC=1)=O.[C:59]([O:62]CC)(=[O:61])[CH3:60]>C(OCC)C.CN(C)C(=O)C>[CH:9]([O:62][C:59]([CH2:60][C:27]([NH:26][C:25]1[N:26]2[CH:21]([S:22][CH2:23][C:24]=1[C:45]1[S:49][C:48]([NH:50][C:51](=[O:58])[C:52]3[CH:57]=[CH:56][CH:55]=[N:54][CH:53]=3)=[N:47][CH:46]=1)[CH:20]([S:49][C:45]1[CH:24]=[CH:23][C:14]([Cl:16])=[C:13]([Cl:18])[CH:46]=1)[C:27]2=[O:28])=[O:28])=[O:61])([C:4]1[CH:3]=[CH:2][CH:7]=[CH:6][CH:5]=1)[C:10]1[CH:55]=[CH:56][CH:57]=[CH:52][CH:51]=1. Reported procedure: A solution of 3,4-dichlorophenylthioacetyl chloride (prepared by the action of oxalyl chloride (8.4 cc) on the corresponding acid (3.99 g) in ethyl ether (48 cc), and replacement of the solvent) in ethyl acetate (20 cc) is added, in 10 minutes, to a solution of 7-amino-2-benzhydryloxycarbonyl-3-(2-nicotinoylamino-thiazol-5-yl)-8-oxo-5-thia-1-azabicyclo[4.2.0]oct-2-ene (6.43 g) in N,N-dimethylacetamide (25 cc) at 0° C. After 1 hour at 0° C. followed by 40 minutes at a temperature of between 0 ° a... Procedure details: In 10 ml of quinoline were dissolved 44.2 mg of the 6-[(2-butyl-4-chloro-5-hydroxymethyl-1H-imidazol-1-yl)methyl]-2-(2-carboxyphenyl)-4-quinolinecarboxylic acid obtained in Example 9. After adding 100 mg of conc. sulfuric acid, the mixture was heated at 170° C. for 1 hour. Then the reaction mixture was poured into water, made alkaline by adding sodium carbonate and washed with toluene. The aqueous layer was neutralized with 3M hydrochloric acid until a precipitate was formed. Then the precipitat... Conditions: temperature 170 celsius. Yields the product C(CCC)C=1N(C(=C(N1)Cl)CO)CC=1C=C2C=CC(=NC2=CC1)C1=C(C(=O)O)C=CC=C1 (2-{6-[(2-butyl-4-chloro-5-hydroxymethyl-1H-imidazol-1-yl)methyl]quinolin-2-yl}benzoic acid). Isolated yield 62.1%. Solvent: N1=CC=CC2=CC=CC=C12 (quinoline). RXN SMILES: [CH2:1]([C:5]1[N:6]([CH2:13][C:14]2[CH:15]=[C:16]3[C:21](=[CH:22][CH:23]=2)[N:20]=[C:19]([C:24]2[CH:29]=[CH:28][CH:27]=[CH:26][C:25]=2[C:30]([OH:32])=[O:31])[CH:18]=[C:17]3C(O)=O)[C:7]([CH2:11][OH:12])=[C:8]([Cl:10])[N:9]=1)[CH2:2][CH2:3][CH3:4].S(=O)(=O)(O)O.O.C(=O)([O-])[O-].[Na+].[Na+]>N1C2C(=CC=CC=2)C=CC=1>[CH2:1]([C:5]1[N:6]([CH2:13][C:14]2[CH:15]=[C:16]3[C:21](=[CH:22][CH:23]=2)[N:20]=[C:19]([C:24]2[CH:29]=[CH:28][CH:27]=[CH:26][C:25]=2[C:30]([OH:32])=[O:31])[CH:18]=[CH:17]3)[C:7]([CH2:11][OH:12])=[C:8]([Cl:10])[N:9]=1)[CH2:2][CH2:3][CH3:4] |f:3.4.5|. Reactants: C([O-])([O-])=O.[Na+].[Na+] (sodium carbonate), S(O)(O)(=O)=O (sulfuric acid), O (water), C(CCC)C=1N(C(=C(N1)Cl)CO)CC=1C=C2C(=CC(=NC2=CC1)C1=C(C=CC=C1)C(=O)O)C(=O)O (6-[(2-butyl-4-chloro-5-hydroxymethyl-1H-imidazol-1-yl)methyl]-2-(2-carboxyphenyl)-4-quinolinecarboxylic acid).